From a dataset of the Open Reaction Database (ORD), a public repository of structured organic reaction records. describe an organic reaction: reactants, conditions, products, and yield Starting materials: Cc1c(O)cccc1Br, CCCCCCCC(=O)CCC(=O)OC=C(C)Cc1ccc(C(C)(C)C)cc1, [BH3-]C#N, CO, CO, Cl, [Na+]. Product: CCCCCCCC(O)CCC(=O)OC=C(C)Cc1ccc(C(C)(C)C)cc1. Reaction SMILES: [Br:29][c:30]1[cH:31][cH:32][cH:33][c:34]([OH:35])[c:36]1[CH3:37].[C:1]([CH3:2])([CH3:3])([CH3:4])[c:5]1[cH:6][cH:7][c:8]([CH2:11][C:12](=[CH:13][O:14][C:15]([CH2:16][CH2:17][C:18]([CH2:19][CH2:20][CH2:21][CH2:22][CH2:23][CH2:24][CH3:25])=[O:26])=[O:27])[CH3:28])[cH:9][cH:10]1.[C:38]([BH3-:39])#[N:40].[CH3:43][OH:44].[CH3:45][OH:46].[ClH:42].[Na+:41]>>[C:1]([CH3:2])([CH3:3])([CH3:4])[c:5]1[cH:6][cH:7][c:8]([CH2:11][C:12](=[CH:13][O:14][C:15]([CH2:16][CH2:17][CH:18]([CH2:19][CH2:20][CH2:21][CH2:22][CH2:23][CH2:24][CH3:25])[OH:26])=[O:27])[CH3:28])[cH:9][cH:10]1. Reactants: C1(CC1)C(=O)Cl (cyclopropylcarbonylchloride), NC1=C(C=CC=C1)NC(=S)NC(=O)OC (1-(2-aminophenyl)-3-methoxycarbonyl-2-thiourea). The product is C1(CC1)C(=O)N.COC(=O)NC(NC1=CC=CC=C1)=S (1-Cyclopropancarboamide 2-(3-methoxycarbonyl-2-thioureido)-benzene). As a reaction SMILES: [CH:1]1([C:4](Cl)=[O:5])[CH2:3][CH2:2]1.[NH2:7][C:8]1[CH:13]=[CH:12][CH:11]=[CH:10][C:9]=1[NH:14][C:15]([NH:17][C:18]([O:20][CH3:21])=[O:19])=[S:16]>>[CH:1]1([C:4]([NH2:7])=[O:5])[CH2:3][CH2:2]1.[CH3:21][O:20][C:18]([NH:17][C:15](=[S:16])[NH:14][C:9]1[CH:10]=[CH:11][CH:12]=[CH:13][CH:8]=1)=[O:19] |f:2.3|. Reported procedure: 3.5g (0.033 mole) of cyclopropylcarbonylchloride were added slowly to 5.6g (0.025 mole) of 1-(2-aminophenyl)-3-methoxycarbonyl-2-thiourea in 30ml of tonuene at room temperature under agitation and the mixture was kept on reflux condition for an hour. The reaction mixture was cooled to room temperature and filtered with suction. The recovered colorless crystals were washed with water and dried. Then, by recrystallization of the crystals from the mixture of methanol and acetone, 4.2g of the crysta... Starting materials: ClC(CC)C1=NC=2C(=NC=CC2)N1 (2-(1-chloropropyl)-3H-imidazo[4,5-b]pyridine), ClC(CC)C1=NC=2C(=NC=CC2)N1 (2-(1-chloropropyl)-3H-imidazo[4,5-b]pyridine), C1(=CC=CC=C1)P(C1=CC=CC=C1)C1=CC=CC=C1 (triphenylphosphine). Run in CN(C=O)C (N,N-dimethylformamide), C(C)#N (acetonitrile). Conditions: temperature 90 celsius. The product is [Cl-].C(CCC)[P+](C(CC)C1=NC=2C(=NC=CC2)N1)(CCCC)CCCC (Tributyl-(1-(3H-imidazo[4,5-b]pyridin-2-yl)-propyl)-phosphonium chloride). Reaction SMILES: [Cl:1][CH:2]([C:5]1[NH:13][C:8]2=[N:9][CH:10]=[CH:11][CH:12]=[C:7]2[N:6]=1)[CH2:3][CH3:4].[C:14]1([P:20]([C:27]2C=C[CH:30]=[CH:29][CH:28]=2)[C:21]2C=C[CH:24]=[CH:23][CH:22]=2)C=C[CH:17]=[CH:16][CH:15]=1>CN(C)C=O.C(#N)C>[Cl-:1].[CH2:27]([P+:20]([CH2:14][CH2:15][CH2:16][CH3:17])([CH2:21][CH2:22][CH2:23][CH3:24])[CH:2]([C:5]1[NH:13][C:8]2=[N:9][CH:10]=[CH:11][CH:12]=[C:7]2[N:6]=1)[CH2:3][CH3:4])[CH2:28][CH2:29][CH3:30] |f:4.5|. Reported procedure: 8.66 g of 2-(1-chloropropyl)-3H-imidazo[4,5-b]pyridine (compound B3) are suspended in 18 ml of N,N-dimethylformamide and 61 ml of acetonitrile. 6.3 ml of triphenylphosphine are added at 40° C. and the mixture is heated to 90° C. for 16 h. The mixture is concentrated to dryness to give 11.9 g of the title compound as an oil, which is used as obtained. MS: 362.2 (M+). TLC: Rf=0.26-0.43 (dichloromethane/methanol 10:1). The reactants are C(C)(C)(C)OC(=O)N1CCN(CC1)S(=O)(=O)C1=CC(=CC=C1)OC (4-(3-Methoxy-benzenesulfonyl)-piperazine-1-carboxylic acid tert-butyl ester), C(C)[S-].[Na+] (sodium ethanethiolate). Solvent: CN(C)C=O (DMF). Product: C(C)(C)(C)OC(=O)N1CCN(CC1)S(=O)(=O)C1=CC(=CC=C1)O (4-(3-Hydroxy-benzenesulfonyl)-piperazine-1-carboxylic Acid tert-Butyl Ester). RXN SMILES: [C:1]([O:5][C:6]([N:8]1[CH2:13][CH2:12][N:11]([S:14]([C:17]2[CH:22]=[CH:21][CH:20]=[C:19]([O:23]C)[CH:18]=2)(=[O:16])=[O:15])[CH2:10][CH2:9]1)=[O:7])([CH3:4])([CH3:3])[CH3:2].C([S-])C.[Na+]>CN(C=O)C>[C:1]([O:5][C:6]([N:8]1[CH2:9][CH2:10][N:11]([S:14]([C:17]2[CH:22]=[CH:21][CH:20]=[C:19]([OH:23])[CH:18]=2)(=[O:16])=[O:15])[CH2:12][CH2:13]1)=[O:7])([CH3:4])([CH3:2])[CH3:3] |f:1.2|. Procedure details: 4-(3-Methoxy-benzenesulfonyl)-piperazine-1-carboxylic acid tert-butyl ester (8.21 g, 0.023 mol) and sodium ethanethiolate (3.9 g, 0.046 mol) were heated in DMF (50 mL) at reflux under Ar for 1 h, then concentrated in vacuo to remove a portion of the DMF. The residue was added to ice-H2O and extracted with EtOAc (3×). The aqueous basic layer was acidified with 1N HCl and extracted with EtOAc (4×100 mL). The organic layers were combined, washed with H2O (2×), brine, and dried (Na2SO4). Filtration ... The reactants are Cl (hydrochloric acid), CC1=C(N=C(O1)C1=CC=CC=C1)COC1=CC=C(C=C1)CCN1N=C(C(=C1)CCC(=O)OCC)C1=CC=CC=C1 (ethyl 3-[1-[2-[4-(5-methyl-2-phenyl-4-oxazolylmethoxy)phenyl]ethyl]-3-phenyl-1H-pyrazol-4-yl]propionate), [OH-].[Na+] (sodium hydroxide), C(C)O (ethanol). Run in O1CCCC1 (tetrahydrofuran). Reaction conditions: time 2 hour. Product: CC1=C(N=C(O1)C1=CC=CC=C1)COC1=CC=C(C=C1)CCN1N=C(C(=C1)CCC(=O)O)C1=CC=CC=C1 (3-[1-[2-[4-(5-methyl-2-phenyl-4-oxazolylmethoxy)phenyl]ethyl]-3-phenyl-1H-pyrazol-4-yl]propionic acid). The yield is 100.8%. RXN SMILES: [CH3:1][C:2]1[O:6][C:5]([C:7]2[CH:12]=[CH:11][CH:10]=[CH:9][CH:8]=2)=[N:4][C:3]=1[CH2:13][O:14][C:15]1[CH:20]=[CH:19][C:18]([CH2:21][CH2:22][N:23]2[CH:27]=[C:26]([CH2:28][CH2:29][C:30]([O:32]CC)=[O:31])[C:25]([C:35]3[CH:40]=[CH:39][CH:38]=[CH:37][CH:36]=3)=[N:24]2)=[CH:17][CH:16]=1.[OH-].[Na+].C(O)C.Cl>O1CCCC1>[CH3:1][C:2]1[O:6][C:5]([C:7]2[CH:12]=[CH:11][CH:10]=[CH:9][CH:8]=2)=[N:4][C:3]=1[CH2:13][O:14][C:15]1[CH:20]=[CH:19][C:18]([CH2:21][CH2:22][N:23]2[CH:27]=[C:26]([CH2:28][CH2:29][C:30]([OH:32])=[O:31])[C:25]([C:35]3[CH:40]=[CH:39][CH:38]=[CH:37][CH:36]=3)=[N:24]2)=[CH:17][CH:16]=1 |f:1.2|. Reported procedure: A mixture of ethyl 3-[1-[2-[4-(5-methyl-2-phenyl-4-oxazolylmethoxy)phenyl]ethyl]-3-phenyl-1H-pyrazol-4-yl]propionate (900 mg), 1N aqueous sodium hydroxide solution (3.4 ml), ethanol (3 ml) and tetrahydrofuran (3 ml) was stirred at room temperature for 2 hours. The reaction mixture was acidified with dilute hydrochloric acid, which was extracted with ethyl acetate. The ethyl acetate layer was washed with saturated aqueous sodium chloride solution, dried (MgSO4), then concentrated. The crystals ob... The reactants are O=C([O-])[O-], CCCCO, Clc1cccnc1Cl, [K+], [K+], NN, O. The product is NNc1ncccc1Cl. As a reaction SMILES: [C:12](=[O:13])([O-:14])[O-:15].[CH2:18]([OH:19])[CH2:20][CH2:21][CH3:22].[Cl:1][c:2]1[n:3][cH:4][cH:5][cH:6][c:7]1[Cl:8].[K+:16].[K+:17].[NH2:10][NH2:11].[OH2:9]>>[c:2]1([NH:10][NH2:11])[n:3][cH:4][cH:5][cH:6][c:7]1[Cl:8]. Starting materials: IC1=CC=C(C=C1)[SiH2]OCC(CC=C)CC=C (1-iodo-4-(diallylethoxysilyl)benzene), C(C=C)[Mg]Br (allylmagnesium bromide), Cl (hydrochloric acid), [Br-].[Br-].C1(=CC=CC=C1)P(C1=CC=CC=C1)C1=CC=CC=C1 (triphenylphosphine dibromide), crude product, CCCCCC.C(C)(=O)OCC (hexane ethyl acetate). The solvent is ClCCl (dichloromethane), C(C)OCC (diethyl ether), O (water), ClCCl (dichloromethane). Run at time 3 hour. The product is IC1=CC=C(C=C1)[Si](CC=C)(CC=C)CC=C (1-iodo-4-(triallylsilyl)benzene). Isolated yield 82.0%. As a reaction SMILES: [Br-].[Br-].[C:3]1(P(C2C=CC=CC=2)C2C=CC=CC=2)[CH:8]=CC=C[CH:4]=1.[I:22][C:23]1[CH:28]=[CH:27][C:26]([SiH2:29]OCC(CC=C)CC=C)=[CH:25][CH:24]=1.[CH2:39]([Mg]Br)[CH:40]=[CH2:41].Cl.[CH3:45][CH2:46][CH2:47]CCC.C(OCC)(=O)C>O.C(OCC)C.ClCCl>[I:22][C:23]1[CH:24]=[CH:25][C:26]([Si:29]([CH2:47][CH:46]=[CH2:45])([CH2:39][CH:40]=[CH2:41])[CH2:8][CH:3]=[CH2:4])=[CH:27][CH:28]=1 |f:0.1.2,6.7|. Procedure: To triphenylphosphine dibromide (129.6 mg, 0.3070 mmol), distilled dichloromethane (2 ml) was added under a nitrogen atmosphere and dissolved. Then a solution prepared by dissolving 1-iodo-4-(diallylethoxysilyl)benzene (13) (100 mg, 0.2791 mmol) into a distilled dichloromethane (1 ml) was added, stirred at room temperature for 3 hours. After stirring, diethyl ether solution of 1M allylmagnesium bromide (0.6978 ml, 0.6978 mmol) was added dropwise, stirred at room temperature for 2 hours. The reac... Reactants: solution, Cl (HCl), C(C)(C)(C)OC(=O)N1CC=2C(=C3N=C(C(=C(N3N2)C)C)C)C1 (5,6,7-trimethyl-1H,3H-2,4,7a,8-tetraaza-cyclopenta[a]indene-2-carboxylic acid tert-butyl ester). The yield is 82.0%. Solvent: O1CCOCC1 (1,4-dioxane), O1CCOCC1 (1,4-dioxane). Procedure details: A 4M solution of HCl in 1,4-dioxane (1.24 mL; 4.96 mmol; 15 eq.) was added to a solution of 5,6,7-trimethyl-1H,3H-2,4,7a,8-tetraaza-cyclopenta[a]indene-2-carboxylic acid tert-butyl ester (100 mg; 0.33 mmol; 1 eq.) in 1,4-dioxane (5 mL) and the resulting mixture was stirred at room temperature for 18 hours. The solvent was evaporated in vacuo and the residue was triturated in 1,4-dioxane. Concentration to dryness afforded the title compound (65 mg, 82%) as a white solid. 1H NMR (DMSO-d6) δ 10.40-... Reaction SMILES: [ClH:1].C(OC([N:9]1[CH2:23][C:12]2=[C:13]3[N:18]([N:19]=[C:11]2[CH2:10]1)[C:17]([CH3:20])=[C:16]([CH3:21])[C:15]([CH3:22])=[N:14]3)=O)(C)(C)C>O1CCOCC1>[ClH:1].[CH3:22][C:15]1[C:16]([CH3:21])=[C:17]([CH3:20])[N:18]2[C:13]([N:14]=1)=[C:12]1[CH2:23][NH:9][CH2:10][C:11]1=[N:19]2 |f:3.4|. Run at time 18 hour. Yields the product Cl.CC=1C(=C(N2N=C3C(=C2N1)CNC3)C)C (5,6,7-trimethyl-2,3-dihydro-1H-2,4,7a,8-tetraaza-cyclopenta[a]indene hydrochloride). Reactants: CN1CCNCC1 (N-methylpiperazine), [C@@H]12[C@H](CCCC1)C(=O)OC2=O ((−)-trans-1,2-cyclohexanedicarboxylic anhydride). The solvent is O1CCOCC1 (dioxane), O1CCOCC1 (dioxane). Reaction conditions: time 1.25 hour. Product: C1(CCCCC1)C(=O)O (1-cyclohexanecarboxylic acid). RXN SMILES: CN1CCNCC1.[C@@H:8]12C(=O)[O:16][C:14](=[O:15])[C@H:9]1[CH2:10][CH2:11][CH2:12][CH2:13]2>O1CCOCC1>[CH:9]1([C:14]([OH:16])=[O:15])[CH2:10][CH2:11][CH2:12][CH2:13][CH2:8]1. Procedure: 0.37 cm3 of N-methylpiperazine in solution in 5 cm3 of dioxane is added, under an argon atmosphere, to 0.50 g of (−)-trans-1,2-cyclohexanedicarboxylic anhydride in solution at −15° C. in 20 cm3 of dioxane. After 1.25 hours at 20° C., the reaction mixture is filtered, the solid is washed with 20 cm3 of diethyl ether, drained, and then dried under reduced pressure (2,7 kPa) at 20° C., to give 0.65 g of (1R,2R)-2-(4-methylpiperazin-1-yl)carbonyl]-1-cyclohexanecarboxylic acid in the form of a white ... Starting materials: ClC=1N=C(C2=C(N1)C=C(C=N2)C=2C=C(N)C=CC2)N2CCOCC2 (3-(2-chloro-4-morpholinopyrido[3,2-d]pyrimidin-7-yl)aniline), C(C)(C)(C)OC(=O)NC1=NC=C(C=N1)B(O)O ((2-((tert-butoxycarbonyl)amino)pyrimidin-5-yl)boronic acid), P(=O)([O-])([O-])[O-].[K+].[K+].[K+] (potassium phosphate), CN(C)C=O (DMF). Reagents/catalysts: C=1C=CC(=CC1)[P](C=2C=CC=CC2)(C=3C=CC=CC3)[Pd]([P](C=4C=CC=CC4)(C=5C=CC=CC5)C=6C=CC=CC6)([P](C=7C=CC=CC7)(C=8C=CC=CC8)C=9C=CC=CC9)[P](C=1C=CC=CC1)(C=1C=CC=CC1)C=1C=CC=CC1 (Pd(PPh3)4). The solvent is O (water). Reaction conditions: temperature 105 celsius, time 1 hour. Product: NC=1C=C(C=CC1)C1=CC=2N=C(N=C(C2N=C1)N1CCOCC1)C=1C=NC(=NC1)NC(OC(C)(C)C)=O (tert-butyl (5-(7-(3-aminophenyl)-4-morpholinopyrido[3,2-d]pyrimidin-2-yl)pyrimidin-2-yl)carbamate). The yield is 87.4%. As a reaction SMILES: Cl[C:2]1[N:3]=[C:4]([N:19]2[CH2:24][CH2:23][O:22][CH2:21][CH2:20]2)[C:5]2[N:11]=[CH:10][C:9]([C:12]3[CH:13]=[C:14]([CH:16]=[CH:17][CH:18]=3)[NH2:15])=[CH:8][C:6]=2[N:7]=1.[C:25]([O:29][C:30]([NH:32][C:33]1[N:38]=[CH:37][C:36](B(O)O)=[CH:35][N:34]=1)=[O:31])([CH3:28])([CH3:27])[CH3:26].P([O-])([O-])([O-])=O.[K+].[K+].[K+].CN(C=O)C>C1C=CC([P]([Pd]([P](C2C=CC=CC=2)(C2C=CC=CC=2)C2C=CC=CC=2)([P](C2C=CC=CC=2)(C2C=CC=CC=2)C2C=CC=CC=2)[P](C2C=CC=CC=2)(C2C=CC=CC=2)C2C=CC=CC=2)(C2C=CC=CC=2)C2C=CC=CC=2)=CC=1.O>[NH2:15][C:14]1[CH:13]=[C:12]([C:9]2[CH:10]=[N:11][C:5]3[C:4]([N:19]4[CH2:24][CH2:23][O:22][CH2:21][CH2:20]4)=[N:3][C:2]([C:36]4[CH:37]=[N:38][C:33]([NH:32][C:30](=[O:31])[O:29][C:25]([CH3:27])([CH3:26])[CH3:28])=[N:34][CH:35]=4)=[N:7][C:6]=3[CH:8]=2)[CH:18]=[CH:17][CH:16]=1 |f:2.3.4.5,^1:58,60,79,98|. Reported procedure: To a 50 mL sealed tube, 3-(2-chloro-4-morpholinopyrido[3,2-d]pyrimidin-7-yl)aniline (1.1 g, 0.0032 mol), (2-((tert-butoxycarbonyl)amino)pyrimidin-5-yl)boronic acid (1.15 g, 0.0048), potassium phosphate (2.04 g, 0.0096 mol), DMF (20 mL) and water (7 mL) were added. The reaction mixture was degassed with N2 for 5-10 minutes. To the same reaction mixture, Pd(PPh3)4 (0.23 g, 0.0002 mol) was added and degassed with N2 for 5-10 minutes. The reaction mixture was stirred at 105° C. for 1 hour. The react...